Dataset: the Open Reaction Database (ORD), a public repository of structured organic reaction records. Task: describe an organic reaction: reactants, conditions, products, and yield The reactants are C1CCOC1, COC(=O)CC(O[Si](C)(C)C(C)(C)C)C(NC(=O)OC(C)(C)C)C(C)C, CO, [Na+], [OH-]. The product is CC(C)C(NC(=O)OC(C)(C)C)C(CC(=O)O)O[Si](C)(C)C(C)(C)C. Reaction SMILES: [CH2:29]1[O:30][CH2:31][CH2:32][CH2:33]1.[CH3:1][O:2][C:3]([CH2:4][CH:5]([CH:6]([CH:7]([CH3:8])[CH3:9])[NH:10][C:11](=[O:12])[O:13][C:14]([CH3:15])([CH3:16])[CH3:17])[O:18][Si:19]([CH3:20])([CH3:21])[C:22]([CH3:23])([CH3:24])[CH3:25])=[O:26].[CH3:34][OH:35].[Na+:28].[OH-:27]>>[O:2]=[C:3]([CH2:4][CH:5]([CH:6]([CH:7]([CH3:8])[CH3:9])[NH:10][C:11](=[O:12])[O:13][C:14]([CH3:15])([CH3:16])[CH3:17])[O:18][Si:19]([CH3:20])([CH3:21])[C:22]([CH3:23])([CH3:24])[CH3:25])[OH:26].